This data is from the Open Reaction Database (ORD), a public repository of structured organic reaction records. The task is: describe an organic reaction: reactants, conditions, products, and yield Reactants: C1(=CC=CC=C1)CC1(C2CC3CC(CC1C3)C2)O (2-(phenylmethyl)-tricyclo[3.3.1.13,7 ]decan-2-ol), C(CCCCCCCCC)O (decanol). Product: Compound A, CCCCCCCCCC (decane). Reaction SMILES: [C:1]1([CH2:7][C:8]2(O)C3C[CH:11]4[CH2:12][CH:13](C[CH:9]2[CH2:10]4)C3)C=CC=[CH:3][CH:2]=1.C(O)CCCCCCCCC>>[CH3:3][CH2:2][CH2:1][CH2:7][CH2:8][CH2:9][CH2:10][CH2:11][CH2:12][CH3:13]. Reported procedure: 1-Chlorosulfonyl-3-phenyl-spiro[azetidin-2-one-4,2'-tricyclo[3.3.1.13,7 ]decane] (Compound A) was prepared by first synthesizing 2-(phenylmethyl)-tricyclo[3.3.1.13,7 ]decan-2-ol and dehydrating this decanol compound to form 2-(phenylmethylene)-tricyclo[3.3.1.3,7 ]decane in accordance with the following procedure: The reactants are C1CCOC1, CS(=O)(=O)c1nccc(Oc2ccc(N)c(N)c2)n1, CN. Product: CNc1nccc(Oc2ccc(N)c(N)c2)n1. Reaction SMILES: [CH2:22]1[O:23][CH2:24][CH2:25][CH2:26]1.[CH3:1][S:2](=[O:3])(=[O:4])[c:5]1[n:6][cH:7][cH:8][c:9]([O:11][c:12]2[cH:13][c:14]([NH2:19])[c:15]([NH2:18])[cH:16][cH:17]2)[n:10]1.[CH3:20][NH2:21]>>[c:5]1([NH:21][CH3:20])[n:6][cH:7][cH:8][c:9]([O:11][c:12]2[cH:13][c:14]([NH2:19])[c:15]([NH2:18])[cH:16][cH:17]2)[n:10]1. Reactants: ClC1=NC=NC2=CC(=C(C=C12)OC(C)=O)OC(C)=O (4-chloro-6,7-diacetoxyquinazoline), C(#C)C=1C=C(N)C=CC1 (3-ethynylaniline). Yields the product Cl.C(#C)C=1C=C(C=CC1)NC1=NC=NC2=CC(=C(C=C12)O)O (N-(3-ethynylphenyl)-6,7-dihydroxy-4-quinazolinamine hydrochloride). As a reaction SMILES: [Cl:1][C:2]1[C:11]2[C:6](=[CH:7][C:8]([O:16]C(=O)C)=[C:9]([O:12]C(=O)C)[CH:10]=2)[N:5]=[CH:4][N:3]=1.[C:20]([C:22]1[CH:23]=[C:24]([CH:26]=[CH:27][CH:28]=1)[NH2:25])#[CH:21]>>[ClH:1].[C:20]([C:22]1[CH:23]=[C:24]([NH:25][C:2]2[C:11]3[C:6](=[CH:7][C:8]([OH:16])=[C:9]([OH:12])[CH:10]=3)[N:5]=[CH:4][N:3]=2)[CH:26]=[CH:27][CH:28]=1)#[CH:21] |f:2.3|. Procedure details: A method for the preparation of erlotinib hydrochloride was disclosed in US 2009/0306377. The method, illustrated in Scheme 2, involves treating 6,7-dimethoxy-4(3H)-quinazolone (5) with hydrobromic acid or pyridine-hydrochloric acid to afford 6,7-dihydroxy-4(3H)-quinazolone (6), which was diacetylated with acetic anhydride to afford diester (7), which was treated with oxalyl chloride/DMF to afford 4-chloro-6,7-diacetoxyquinazoline (8). Compound (8) was condensed with 3-ethynylaniline to afford N... Starting materials: CCOC(C)=O, O=C(C(F)(F)F)C(F)(F)F, Nc1ccccc1, O, O, O, O, Cc1ccc(S(=O)(=O)O)cc1. Product: Nc1ccc(C(O)(C(F)(F)F)C(F)(F)F)cc1. RXN SMILES: [CH3:33][CH2:34][O:35][C:36](=[O:37])[CH3:38].[F:23][C:24]([C:25](=[O:26])[C:27]([F:28])([F:29])[F:30])([F:31])[F:32].[NH2:1][c:2]1[cH:3][cH:4][cH:5][cH:6][cH:7]1.[OH2:20].[OH2:21].[OH2:22].[OH2:8].[c:9]1([CH3:10])[cH:11][cH:12][c:13]([S:14]([OH:15])(=[O:16])=[O:17])[cH:18][cH:19]1>>[NH2:1][c:2]1[cH:3][cH:4][c:5]([C:25]([C:24]([F:23])([F:31])[F:32])([OH:26])[C:27]([F:28])([F:29])[F:30])[cH:6][cH:7]1. The reactants are BrCCCC=C (5-Bromo-1-pentene), C(C)(C)N(CC)C(C)C (diisopropyl ethylamine), COC1=C(CN)C=CC(=C1)OC (2,4-dimethoxybenzylamine). Run in C(C)#N (acetonitrile). Product: C(C1=CC=CC=C1)NCCCC=C (Benzyl-pent-4-enyl-amine). Yield: 40.2%. RXN SMILES: Br[CH2:2][CH2:3][CH2:4][CH:5]=[CH2:6].C(N(C(C)C)CC)(C)C.CO[C:18]1[CH:25]=[C:24](OC)[CH:23]=[CH:22][C:19]=1[CH2:20][NH2:21]>C(#N)C>[CH2:20]([NH:21][CH2:6][CH2:5][CH2:4][CH:3]=[CH2:2])[C:19]1[CH:22]=[CH:23][CH:24]=[CH:25][CH:18]=1. Procedure: 0.397 ml of 5-Bromo-1-pentene (3.35 mmol) and 0.67 ml of diisopropyl ethylamine (3.96 mmol) were added to the reaction solution containing 0.74 ml of benzylamine (a) (4.93 mmol) dissolved in acetonitrile with stirring and the mixture was stirred at room temperature for overnight. The reaction mixture was washed with saturated NaCl solution, dried over MgSO4, filtered and concentrated in vacuo. The resulting compound was purified with Silica gel column chromatography with EtOAc solvent as an elua... The reactants are CC#CCOc1ncnc(F)c1F, CC1CNCC(C)C1, Cc1ccccc1. RXN SMILES: [CH2:1]([C:2]#[C:3][CH3:4])[O:5][c:6]1[n:7][cH:8][n:9][c:10]([F:13])[c:11]1[F:12].[CH3:14][CH:15]1[CH2:16][NH:17][CH2:18][CH:19]([CH3:21])[CH2:20]1.[CH3:22][c:23]1[cH:24][cH:25][cH:26][cH:27][cH:28]1>>[CH2:1]([C:2]#[C:3][CH3:4])[O:5][c:6]1[n:7][cH:8][n:9][c:10]([N:17]2[CH2:16][CH:15]([CH3:14])[CH2:20][CH:19]([CH3:21])[CH2:18]2)[c:11]1[F:12]. Product: CC#CCOc1ncnc(N2CC(C)CC(C)C2)c1F. Starting materials: Cl.C(C)OCC (hydrogen chloride diethyl ether), FC1=CC2=C(N(C3=C(OC2)C=CC=C3)C[C@@H]3N(CCC3)CCC3=CC=C(C=C3)N3CCCC3)C=C1 ((R)-2-fluoro-5,11-dihydro-5-[1-(4-pyrrolidinophenethyl)pyrrolidin-2-ylmethyl]dibenzo[b,e][1,4]oxazepine). Run in ClCCl (dichloromethane). Conditions: time 2 hour. Product: Cl.Cl.FC1=CC2=C(N(C3=C(OC2)C=CC=C3)C[C@@H]3N(CCC3)CCC3=CC=C(C=C3)N3CCCC3)C=C1 ((R)-2-Fluoro-5,11-dihydro-5-[1-(4-pyrrolidinophenethyl)pyrrolidin-2-yl-methyl]dibenzo[b,e][1,4]oxazepine dihydrochloride), solid. Isolated yield 81.0%. As a reaction SMILES: [ClH:1].C(OCC)C.[F:7][C:8]1[CH:41]=[CH:40][C:11]2[N:12]([CH2:21][C@H:22]3[CH2:26][CH2:25][CH2:24][N:23]3[CH2:27][CH2:28][C:29]3[CH:34]=[CH:33][C:32]([N:35]4[CH2:39][CH2:38][CH2:37][CH2:36]4)=[CH:31][CH:30]=3)[C:13]3[CH:20]=[CH:19][CH:18]=[CH:17][C:14]=3[O:15][CH2:16][C:10]=2[CH:9]=1>ClCCl>[ClH:1].[ClH:1].[F:7][C:8]1[CH:41]=[CH:40][C:11]2[N:12]([CH2:21][C@H:22]3[CH2:26][CH2:25][CH2:24][N:23]3[CH2:27][CH2:28][C:29]3[CH:30]=[CH:31][C:32]([N:35]4[CH2:36][CH2:37][CH2:38][CH2:39]4)=[CH:33][CH:34]=3)[C:13]3[CH:20]=[CH:19][CH:18]=[CH:17][C:14]=3[O:15][CH2:16][C:10]=2[CH:9]=1 |f:0.1,4.5.6|. Procedure: 20 ml of 2 M hydrogen chloride/diethyl ether was added to a solution of (R)-2-fluoro-5,11-dihydro-5-[1-(4-pyrrolidinophenethyl)pyrrolidin-2-ylmethyl]dibenzo[b,e][1,4]oxazepine (2.29 g) in dichloromethane (30 ml), and they were stirred together for 2 hours. The solvent was evaporated under reduced pressure. The obtained residue was solidified by stirring it in hexane. The solid thus precipitated was taken by the filtration to obtain the title compound in the form of a brown solid (2.17 g, 81%). Starting materials: CC#CCO, [Cl-], CN(c1cc(Cl)ncn1)c1cccc(F)c1F, [H-], [NH4+], [Na+], C1CCOC1. Yields the product CC#CCOc1cc(N(C)c2cccc(F)c2F)ncn1. RXN SMILES: [CH2:3]([C:4]#[C:5][CH3:6])[OH:7].[Cl-:25].[Cl:8][c:9]1[n:10][cH:11][n:12][c:13]([N:15]([c:16]2[c:17]([F:23])[c:18]([F:22])[cH:19][cH:20][cH:21]2)[CH3:24])[cH:14]1.[H-:1].[NH4+:26].[Na+:2].[O:27]1[CH2:28][CH2:29][CH2:30][CH2:31]1>>[CH2:3]([C:4]#[C:5][CH3:6])[O:7][c:9]1[n:10][cH:11][n:12][c:13]([N:15]([c:16]2[c:17]([F:23])[c:18]([F:22])[cH:19][cH:20][cH:21]2)[CH3:24])[cH:14]1. The reactants are Cl.S(C#N)C[C@@H]1[C@@H](C(N1)=O)N (cis 4-thiocyanatomethyl-3-amino-2-oxo-azetidine hydrochloride), S(=O)(=O)(C1=CC=C(C)C=C1)Cl (tosyl chloride), C(C1=CC=CC=C1)(C1=CC=CC=C1)(C1=CC=CC=C1)NC=1SC=C(N1)C(C(=O)O)=NOC (2-(2-tritylamino-4-thiazolyl)-2-methoxyimino-acetic acid). The solvent is C(Cl)Cl (methylene chloride), C(C)N(CC)CC (trietylamine), C(Cl)Cl (methylene chloride), C(C)N(CC)CC (triethylamine). Run at time 40 minute. Yields the product S(C#N)C[C@@H]1[C@@H](C(N1)=O)NC(C(=NOC)C=1N=C(SC1)NC(C1=CC=CC=C1)(C1=CC=CC=C1)C1=CC=CC=C1)=O (cis 4-thiocyanatomethyl-3-[2-(2-tritylamino-4-thiazolyl)-2-methoxyimino-acetamido]-2-oxo-azetidine). RXN SMILES: S(Cl)(C1C=CC(C)=CC=1)(=O)=O.[C:12]([NH:31][C:32]1[S:33][CH:34]=[C:35]([C:37](=[N:41][O:42][CH3:43])[C:38]([OH:40])=O)[N:36]=1)([C:25]1[CH:30]=[CH:29][CH:28]=[CH:27][CH:26]=1)([C:19]1[CH:24]=[CH:23][CH:22]=[CH:21][CH:20]=1)[C:13]1[CH:18]=[CH:17][CH:16]=[CH:15][CH:14]=1.Cl.[S:45]([CH2:48][C@H:49]1[NH:52][C:51](=[O:53])[C@H:50]1[NH2:54])[C:46]#[N:47]>C(Cl)Cl.C(N(CC)CC)C>[S:45]([CH2:48][C@H:49]1[NH:52][C:51](=[O:53])[C@H:50]1[NH:54][C:38](=[O:40])[C:37]([C:35]1[N:36]=[C:32]([NH:31][C:12]([C:25]2[CH:30]=[CH:29][CH:28]=[CH:27][CH:26]=2)([C:19]2[CH:20]=[CH:21][CH:22]=[CH:23][CH:24]=2)[C:13]2[CH:14]=[CH:15][CH:16]=[CH:17][CH:18]=2)[S:33][CH:34]=1)=[N:41][O:42][CH3:43])[C:46]#[N:47] |f:2.3|. Reported procedure: 1 ml of triethylamine and then 1.38 g of tosyl chloride were added to a suspension of 3.19 g of the syn isomer of 2-(2-tritylamino-4-thiazolyl)-2-methoxyimino-acetic acid in 50 ml of methylene chloride and the mixture was stirred at room temperature for 40 minutes. A solution of 1.162 g of the product of Step C in 40 ml of methylene chloride and 2 ml of trietylamine were added to the mixture over 5 minutes and the mixture was stirred for 4 hours, was washed with water, then with water containing...